Dataset: the Open Reaction Database (ORD), a public repository of structured organic reaction records. Task: describe an organic reaction: reactants, conditions, products, and yield Starting materials: CO, COc1c(F)cccc1[N+](=O)[O-], [H][H]. Yields the product COc1c(N)cccc1F. As a reaction SMILES: [CH3:15][OH:16].[F:1][c:2]1[c:3]([O:11][CH3:12])[c:4]([N+:8]([O-:9])=[O:10])[cH:5][cH:6][cH:7]1.[H:13][H:14]>>[F:1][c:2]1[c:3]([O:11][CH3:12])[c:4]([NH2:8])[cH:5][cH:6][cH:7]1.